From a dataset of the Open Reaction Database (ORD), a public repository of structured organic reaction records. describe an organic reaction: reactants, conditions, products, and yield Starting materials: C(=S)(N1C=NC=C1)N1C=NC=C1 (1,1'-thiocarbonyldiimidazole), NN1SC2=C(C1)C1=CC=CC=C1C=C2 (2-aminonaptho[1,2]thiazole). The solvent is C(C)#N (acetonitrile). The product is C1N(SC2=C1C1=CC=CC=C1C=C2)NC(=S)N2C=NC=C2 (1-[(2-naptho[1,2]thiazolyl)thiocarbamoyl]imidazole). The yield is 27.0%. RXN SMILES: [C:1]([N:8]1C=CN=C1)([N:3]1[CH:7]=[CH:6][N:5]=[CH:4]1)=[S:2].N[N:14]1[CH2:18][C:17]2[C:19]3[C:24]([CH:25]=[CH:26][C:16]=2[S:15]1)=[CH:23][CH:22]=[CH:21][CH:20]=3>C(#N)C>[CH2:18]1[C:17]2[C:19]3[C:24]([CH:25]=[CH:26][C:16]=2[S:15][N:14]1[NH:8][C:1]([N:3]1[CH:7]=[CH:6][N:5]=[CH:4]1)=[S:2])=[CH:23][CH:22]=[CH:21][CH:20]=3. Procedure: A solution of 1,1'-thiocarbonyldiimidazole (1.8 g, 20 mmol) and 2-aminonaptho[1,2]thiazole (2.0 g, 20 mmol) in acetonitrile (150 mL) was stirred at 65° C. for 24 h. The resulting precipitate was collected by filtration to provide 1.69 g (46%) of the titled product. Reactants: ClC1=CC=C(C=C1)S(=O)(=O)NC1CC2=CC=C(C=C2C1)C(=CCCCCC(=O)O)C=1C=NC=CC1 (7-(2-(4-chlorobenzenesulphonylamino)indan-5-yl)-7-(3-pyridyl)hept-6-enoic acid). Reagents/catalysts: [Pt] (platinum/charcoal). The product is ClC1=CC=C(C=C1)S(=O)(=O)NC1CC2=CC=C(C=C2C1)C(CCCCCC(=O)O)C=1C=NC=CC1 (7-(2-(4-Chlorobenzenesulphonylamino)indan-5-yl )-7-(3-pyridyl)heptanoic acid). As a reaction SMILES: [Cl:1][C:2]1[CH:7]=[CH:6][C:5]([S:8]([NH:11][CH:12]2[CH2:20][C:19]3[C:14](=[CH:15][CH:16]=[C:17]([C:21]([C:30]4[CH:31]=[N:32][CH:33]=[CH:34][CH:35]=4)=[CH:22][CH2:23][CH2:24][CH2:25][CH2:26][C:27]([OH:29])=[O:28])[CH:18]=3)[CH2:13]2)(=[O:10])=[O:9])=[CH:4][CH:3]=1>[Pt]>[Cl:1][C:2]1[CH:7]=[CH:6][C:5]([S:8]([NH:11][CH:12]2[CH2:20][C:19]3[C:14](=[CH:15][CH:16]=[C:17]([CH:21]([C:30]4[CH:31]=[N:32][CH:33]=[CH:34][CH:35]=4)[CH2:22][CH2:23][CH2:24][CH2:25][CH2:26][C:27]([OH:29])=[O:28])[CH:18]=3)[CH2:13]2)(=[O:10])=[O:9])=[CH:4][CH:3]=1. Procedure details: Prepared analogously to Example 19 by reduction of 7-(2-(4-chlorobenzenesulphonylamino)indan-5-yl)-7-(3-pyridyl)hept-6-enoic acid with platinum/charcoal. Starting materials: C(C)(C)(C)OC(=O)C1=NC=CC(=C1)OC1=CC2=C(N(C(=N2)NC2=CC(=C(C=C2)Br)F)C)C=C1 (tert-butyl4-(2-{[4-bromo-3-fluorophenyl]amino)-1-methylbenzimidazol-5-yloxy)pyridine-2-carboxylate), C(C)(C)(C)OC(=O)C1=NC=CC(=C1)OC1=CC(=C(C=C1)NC)N (tert-butyl4-[3-amino-4-(methylamino)phenoxy]pyridine-2-carboxylate), NC(=S)N (thiourea), IC (iodomethane), FC(C(=O)O)(F)F (trifluoroacetic acid). Procedure: To tert-butyl4-[3-amino-4-(methylamino)phenoxy]pyridine-2-carboxylate (1 eq) in methanol was added 4-bromo-3-fluorobenzeneisothiocyanate (1 eq) and stir at ambient temperature for 16 h. Formation of the corresponding thiourea was followed by LC/MS. To it was then added iodomethane (1 eq) and heated to 60° C. for 2 h. Formation of tert-butyl4-(2-{[4-bromo-3-fluorophenyl]amino)-1-methylbenzimidazol-5-yloxy)pyridine-2-carboxylate was followed by LC/MS. To it in methylene chloride was added trifluor... RXN SMILES: C([O:5][C:6]([C:8]1[CH:13]=[C:12](OC2C=CC(NC)=C(N)C=2)[CH:11]=[CH:10][N:9]=1)=[O:7])(C)(C)C.NC(N)=S.IC.C(OC(C1C=C([O:43][C:44]2[CH:62]=[CH:61][C:47]3[N:48]([CH3:60])[C:49]([NH:51][C:52]4[CH:57]=[CH:56][C:55]([Br:58])=[C:54]([F:59])[CH:53]=4)=[N:50][C:46]=3[CH:45]=2)C=CN=1)=O)(C)(C)C.FC(F)(F)C(O)=O>CO.C(Cl)Cl>[Br:58][C:55]1[CH:56]=[CH:57][C:52]([NH:51][C:49]2[N:48]([CH3:60])[C:47]3[CH:61]=[CH:62][C:44]([O:43][C:8]4([C:6]([OH:7])=[O:5])[CH:13]=[CH:12][CH:11]=[CH:10][NH:9]4)=[CH:45][C:46]=3[N:50]=2)=[CH:53][C:54]=1[F:59]. Yields the product BrC1=C(C=C(C=C1)NC1=NC2=C(N1C)C=CC(=C2)OC2(NC=CC=C2)C(=O)O)F (2-{[4-bromo-3-fluorophenylamino)-1-methylbenzimidazol-5-yloxy)pyridine-2-carboxylic acid). Conditions: time 16 hour. Solvent: CO (methanol), C(Cl)Cl (methylene chloride). Starting materials: C(C(=O)O)(=O)O (oxalic acid), O1[C@@H](C1)COC1=C2C=CNC2=CC=C1 ((S)-(+)-4-(oxiranylmethoxy)-1H-indole), O(C1=CC=CC=C1)C1CCNCC1 (4-(phenoxy)piperidine), CO (methanol). Solvent: C(C)(=O)OCC (ethyl acetate), C(C)(=O)OCC (ethyl acetate). The product is C(C(=O)O)(=O)O.N1C=CC2=C(C=CC=C12)OC[C@H](CN1CCC(CC1)OC1=CC=CC=C1)O ((2S)-(-)-1-(4-indolyloxy)-3-(4-phenoxypiperidin-1-yl)-2-propanol ethanedioate). As a reaction SMILES: [O:1]1[CH2:3][C@H:2]1[CH2:4][O:5][C:6]1[CH:14]=[CH:13][CH:12]=[C:11]2[C:7]=1[CH:8]=[CH:9][NH:10]2.[O:15]([CH:22]1[CH2:27][CH2:26][NH:25][CH2:24][CH2:23]1)[C:16]1[CH:21]=[CH:20][CH:19]=[CH:18][CH:17]=1.[C:28]([OH:33])(=[O:32])[C:29]([OH:31])=[O:30].CO>C(OCC)(=O)C>[C:28]([OH:33])(=[O:32])[C:29]([OH:31])=[O:30].[NH:10]1[C:11]2[C:7](=[C:6]([O:5][CH2:4][C@@H:2]([OH:1])[CH2:3][N:25]3[CH2:26][CH2:27][CH:22]([O:15][C:16]4[CH:21]=[CH:20][CH:19]=[CH:18][CH:17]=4)[CH2:23][CH2:24]3)[CH:14]=[CH:13][CH:12]=2)[CH:8]=[CH:9]1 |f:5.6|. Procedure details: The title compound was prepared in similar fashion from (S)-(+)-4-(oxiranylmethoxy)-1H-indole and 4-(phenoxy)piperidine. The resulting free base was dissolved in ethyl acetate, and precipitated with one equivalent of oxalic acid in ethyl acetate in 69% overall yield. FDMS m/e=366 (M+ of free base). α[D]589 =-14.29 (c=0.5, methanol). Reactants: COC(C1=CC(=C(C(=C1)OCC)I)N)=O (3-amino-5-ethoxy-4-iodo-benzoic acid methyl ester), [H-].C(C(C)C)[Al+]CC(C)C (diisobutylaluminium hydride). The solvent is C1CCOC1 (THF). Conditions: time 2 hour. Yields the product NC=1C=C(C=C(C1I)OCC)CO ((3-Amino-5-ethoxy-4-iodo-phenyl)-methanol). The yield is 34.1%. Reaction SMILES: C[O:2][C:3](=O)[C:4]1[CH:9]=[C:8]([O:10][CH2:11][CH3:12])[C:7]([I:13])=[C:6]([NH2:14])[CH:5]=1.[H-].C([Al+]CC(C)C)C(C)C>C1COCC1>[NH2:14][C:6]1[CH:5]=[C:4]([CH2:3][OH:2])[CH:9]=[C:8]([O:10][CH2:11][CH3:12])[C:7]=1[I:13] |f:1.2|. Procedure details: To a solution of 3-amino-5-ethoxy-4-iodo-benzoic acid methyl ester (0.18 g, 0.56 mmol) in THF (5 mL) at 0° C. under Ar was slowly added diisobutylaluminium hydride (2.8 mL, 2.80 mmol, 1 M solution in THF) over a time period of 30 min, the cooling bath removed on completion of addition and the reaction allowed to reach rt. After 2 h, the excess hydride was quenched by cautious addition of a sat. solution of potassium sodium tartrate (50 mL). The solidified mixture was extracted with hot THF, the ... Conditions: time 15 minute. Run in C(C)O (Ethanol). RXN SMILES: [Cl:1][C:2]1[CH:3]=[C:4]([CH:25]=[CH:26][CH:27]=1)[O:5][CH2:6][C:7]1[CH:8]=[C:9]([C:18](=[O:24])[C:19]([O:21]CC)=[O:20])[N:10]([CH3:17])[C:11]=1[C:12]([O:14]CC)=[O:13].[OH-].[Na+].Cl>C(O)C>[Cl:1][C:2]1[CH:3]=[C:4]([CH:25]=[CH:26][CH:27]=1)[O:5][CH2:6][C:7]1[CH:8]=[C:9]([C:18](=[O:24])[C:19]([OH:21])=[O:20])[N:10]([CH3:17])[C:11]=1[C:12]([OH:14])=[O:13] |f:1.2|. Procedure: Ethyl 4-(m-chlorophenoxy)methyl-5-ethoxycarbonyl-1-methyl-α-oxopyrrole-2-acetate (7.96 g, 21 mmol) is placed in a 100 ml recovery flask and 25 ml 2.5 N aqueous sodium hydroxide (62.5 mmol) are added. The flask is heated with stirring under nitrogen to 74°. Ethanol (4 ml) is added and the solid begins to dissolve. After 15 minutes the reaction is homogeneous. After heating for one hour, the flask is cooled and 2.5 N aqueous HCl (30 ml, 75 mmol) is added slowly to precipitate the diacid. The resul... The yield is 98.7%. Product: ClC=1C=C(OCC=2C=C(N(C2C(=O)O)C)C(C(=O)O)=O)C=CC1 (4-(m-chlorophenoxy)methyl-5-hydroxycarbonyl-1-methyl-α-oxopyrrole-2-acetic acid). The reactants are ClC=1C=C(OCC=2C=C(N(C2C(=O)OCC)C)C(C(=O)OCC)=O)C=CC1 (Ethyl 4-(m-chlorophenoxy)methyl-5-ethoxycarbonyl-1-methyl-α-oxopyrrole-2-acetate), [OH-].[Na+] (sodium hydroxide), Cl (HCl). The reactants are Clc1cncc(Cl)n1, CC(O)c1cccc(F)c1, [H-], [Na+], C1COCCO1, O. Yields the product CC(Oc1cncc(Cl)n1)c1cccc(F)c1. As a reaction SMILES: [Cl:1][c:2]1[n:3][c:4]([Cl:8])[cH:5][n:6][cH:7]1.[F:9][c:10]1[cH:11][c:12]([CH:16]([CH3:17])[OH:18])[cH:13][cH:14][cH:15]1.[H-:20].[Na+:19].[O:22]1[CH2:23][CH2:24][O:25][CH2:26][CH2:27]1.[OH2:21]>>[c:2]1([O:18][CH:16]([c:12]2[cH:11][c:10]([F:9])[cH:15][cH:14][cH:13]2)[CH3:17])[n:3][c:4]([Cl:8])[cH:5][n:6][cH:7]1. Reactants: CC(CC)C=1SC(=NN1)C1=CC=C(C=C1)O (1-methylpropyl-5-[4-hydroxyphenyl]-1,3,4-thiadiazole), C(CCCC)[C@@H]1CC[C@H](CC1)C(=O)O (trans-4-n-pentylcyclohexanecarboxylic acid), C1(CCCCC1)N=C=NC1CCCCC1 (dicyclohexylcarbodiimide), N1(CCCC1)C1=NC=NC=C1 (4-(1-pyrrolidinyl)pyrimidine). Solvent: C(Cl)Cl (methylene chloride). Run at time 20 hour. Yields the product CC(CC)C=1SC(=NN1)C1=CC=C(C=C1)OC(=O)[C@@H]1CC[C@H](CC1)CCCCC (2-(1-methylpropyl)-5-[4-(trans-4-n-pentylcyclohexylcarbonyloxy)-phenyl]-1,3,4-thiadiazole). The yield is 45.2%. Reaction SMILES: [CH3:1][CH:2]([C:5]1[S:6][C:7]([C:10]2[CH:15]=[CH:14][C:13]([OH:16])=[CH:12][CH:11]=2)=[N:8][N:9]=1)[CH2:3][CH3:4].[CH2:17]([C@H:22]1[CH2:27][CH2:26][C@H:25]([C:28](O)=[O:29])[CH2:24][CH2:23]1)[CH2:18][CH2:19][CH2:20][CH3:21].C1(N=C=NC2CCCCC2)CCCCC1.N1(C2C=CN=CN=2)CCCC1>C(Cl)Cl>[CH3:1][CH:2]([C:5]1[S:6][C:7]([C:10]2[CH:11]=[CH:12][C:13]([O:16][C:28]([C@H:25]3[CH2:26][CH2:27][C@H:22]([CH2:17][CH2:18][CH2:19][CH2:20][CH3:21])[CH2:23][CH2:24]3)=[O:29])=[CH:14][CH:15]=2)=[N:8][N:9]=1)[CH2:3][CH3:4]. Reported procedure: Into a mixture of 0.3 g (1.28×10-3 mol) of 1-methylpropyl-5-[4-hydroxyphenyl]-1,3,4-thiadiazole, 0.26 g (1.31×10-3 mol) of trans-4-n-pentylcyclohexanecarboxylic acid, 0.27 g (1.31×10-3 mol) of dicyclohexylcarbodiimide and 0.03 g of 4-(1-pyrrolidinyl)pyrimidine, 15 ml of methylene chloride was added, followed by 20 hours of stirring at room temperature. After the reaction, the reaction was filtered and the solid was washed with methylene chloride. The filtrate and the washing liquid were dehydrat...